Dataset: the Open Reaction Database (ORD), a public repository of structured organic reaction records. Task: describe an organic reaction: reactants, conditions, products, and yield The reactants are C([O-])(O)=O.[Na+] (sodium bicarbonate), CC=1C=C(C(=O)O)C=C(C1O)C (3,5-dimethyl-4-hydroxybenzoic acid), ice, S(=O)(Cl)Cl (thionyl chloride). Solvent: CO (methanol). Reaction conditions: time 16 hour. The product is CC=1C=C(C(=O)OC)C=C(C1O)C (methyl 3,5-dimethyl-4-hydroxybenzoate). RXN SMILES: [CH3:1][C:2]1[CH:3]=[C:4]([CH:8]=[C:9]([CH3:12])[C:10]=1[OH:11])[C:5]([OH:7])=[O:6].S(Cl)(Cl)=O.[C:17](=O)(O)[O-].[Na+]>CO>[CH3:1][C:2]1[CH:3]=[C:4]([CH:8]=[C:9]([CH3:12])[C:10]=1[OH:11])[C:5]([O:7][CH3:17])=[O:6] |f:2.3|. Procedure details: A solution of 3,5-dimethyl-4-hydroxybenzoic acid (2 g, 0.012 mol) in anhydrous methanol (60 mL) was cooled in an ice-bath and thionyl chloride (5 mL) was added drop wise to this solution. The reaction was stirred in the ice-bath for one hour and was then warmed to room temperature and stirred for 16 hours. Solid sodium bicarbonate was then added to neutralize the acid and then the mixture was evaporated to dryness by rotary evaporation. The residue was partitioned between ethyl acetate and water... Reactants: C[Si](C)(C)[N-][Si](C)(C)C.[K+] (Potassium bis(trimethylsilyl)amide), C(CCCCC)[Si](C)(C)N[Si](CCCCCC)(C)C (bis(n-hexyldimethylsilyl)amine). The solvent is C1(=CC=CC=C1)C (toluene). Conditions: time 18 hour. Yields the product C(CCCCC)[Si](C)(C)[N-][Si](CCCCCC)(C)C.[K+] (Potassium bis(n-hexyldimethylsilyl)amide), oil. The yield is 63.0%. As a reaction SMILES: C[Si]([N-][Si](C)(C)C)(C)C.[K+:10].[CH2:11]([Si:17]([NH:20][Si:21]([CH3:29])([CH3:28])[CH2:22][CH2:23][CH2:24][CH2:25][CH2:26][CH3:27])([CH3:19])[CH3:18])[CH2:12][CH2:13][CH2:14][CH2:15][CH3:16]>C1(C)C=CC=CC=1>[CH2:22]([Si:21]([N-:20][Si:17]([CH3:19])([CH3:18])[CH2:11][CH2:12][CH2:13][CH2:14][CH2:15][CH3:16])([CH3:29])[CH3:28])[CH2:23][CH2:24][CH2:25][CH2:26][CH3:27].[K+:10] |f:0.1,4.5|. Reported procedure: Potassium bis(n-hexyldimethylsilyl)amide was prepared as follows: Potassium bis(trimethylsilyl)amide (5.07 g, 25.6 mmol) and bis(n-hexyldimethylsilyl)amine (7.66 g, 25.6 mmol) were added to a flask and 50 mL toluene was added. The clear yellow solution was stirred at room temperature for 18 hours and then refluxed for two hours. The toluene and hexamethyldisilazane byproduct were removed from the brown toluene solution under vacuum with heating to 150° C. to yield a brown oil (5.40 g, 63%). Its ... The reactants are O=S(=O)(Nc1ccncn1)c1ccc(Br)cc1, CC(C)(C)P(c1ccccc1-c1ccccc1)C(C)(C)C, C1CNCCN1, Cc1ccccc1, O=C(C=Cc1ccccc1)C=Cc1ccccc1, O=C(C=Cc1ccccc1)C=Cc1ccccc1, O=C(C=Cc1ccccc1)C=Cc1ccccc1, [Pd], [Pd]. Product: O=S(=O)(Nc1ccncn1)c1ccc(N2CCNCC2)cc1. Reaction SMILES: [Br:1][c:2]1[cH:3][cH:4][c:5]([S:8](=[O:9])(=[O:10])[NH:11][c:12]2[n:13][cH:14][n:15][cH:16][cH:17]2)[cH:6][cH:7]1.[C:24]([P:25]([C:26]([CH3:27])([CH3:28])[CH3:29])[c:30]1[cH:31][cH:32][cH:33][cH:34][c:35]1-[c:36]1[cH:37][cH:38][cH:39][cH:40][cH:41]1)([CH3:42])([CH3:43])[CH3:44].[CH2:18]1[CH2:19][NH:20][CH2:21][CH2:22][NH:23]1.[CH3:101][c:102]1[cH:103][cH:104][cH:105][cH:106][cH:107]1.[O:47]=[C:48]([CH:49]=[CH:50][c:51]1[cH:52][cH:53][cH:54][cH:55][cH:56]1)[CH:57]=[CH:58][c:59]1[cH:60][cH:61][cH:62][cH:63][cH:64]1.[O:65]=[C:66]([CH:67]=[CH:68][c:69]1[cH:70][cH:71][cH:72][cH:73][cH:74]1)[CH:75]=[CH:76][c:77]1[cH:78][cH:79][cH:80][cH:81][cH:82]1.[O:83]=[C:84]([CH:85]=[CH:86][c:87]1[cH:88][cH:89][cH:90][cH:91][cH:92]1)[CH:93]=[CH:94][c:95]1[cH:96][cH:97][cH:98][cH:99][cH:100]1.[Pd:45].[Pd:46]>>[c:2]1([N:20]2[CH2:19][CH2:18][NH:23][CH2:22][CH2:21]2)[cH:3][cH:4][c:5]([S:8](=[O:9])(=[O:10])[NH:11][c:12]2[n:13][cH:14][n:15][cH:16][cH:17]2)[cH:6][cH:7]1.